This data is from the Open Reaction Database (ORD), a public repository of structured organic reaction records. The task is: describe an organic reaction: reactants, conditions, products, and yield Reactants: [N+](=O)([O-])C=1C=CC(NC1)=O (5-Nitro-2-pyridone), Cl (HCl), Cl(=O)(=O)[O-].[K+] (potassium chlorate). Run in O (water). Reaction conditions: time 8 hour. Product: ClC=1C(NC=C(C1)[N+](=O)[O-])=O (3-Chloro-5-nitro-2-pyridone). RXN SMILES: [N+:1]([C:4]1[CH:5]=[CH:6][C:7](=[O:10])[NH:8][CH:9]=1)([O-:3])=[O:2].Cl.[Cl:12]([O-])(=O)=O.[K+]>O>[Cl:12][C:6]1[C:7](=[O:10])[NH:8][CH:9]=[C:4]([N+:1]([O-:3])=[O:2])[CH:5]=1 |f:2.3|. Procedure details: 5-Nitro-2-pyridone (Aldrich Chemical Company) (100 g, 0.71 mol) was added to 1 liter conc. HCl at room temperature, followed by the dropwise addition of a solution of potassium chlorate (87.5 g, 0.71 mol) in 1.2 liter water. A solid material formed during the addition. The mixture was stirred overnight, filtered, and the collected material recrystallized from 50 percent aqueous ethanol. The yield was 77.2 g, 62 percent, m.p. 196°-198° C. Conditions: time 30 minute. Reactants: 213.7, FC1=CC=C(C(=O)C2=C(C(=O)O)C=CC=C2)C=C1 (2-(4-fluorobenzoyl)benzoic acid), O(CC)CC (1,1'-oxybisethane), [OH-].[Na+] (sodium hydroxide), O(CC)CC (1,1'-oxybisethane), [H-].[Al+3].[Li+].[H-].[H-].[H-] (lithium aluminium hydride). Solvent: O (water), O (water). Procedure details: To 1190 parts of 1,1'-oxybisethane were added at once 50 parts of lithium aluminium hydride. Then there was added dropwise a solution of 213.7 parts of 2-(4-fluorobenzoyl)benzoic acid in 875 parts of 1,1'-oxybisethane so that the mixture was kept at reflux temperature. Upon completion, stirring was continued first for 30 minutes at room temperature, then for 2 hours at reflux and further overnight at room temperature. The reaction mixture was cooled to 0° C. and there were added dropwise success... Product: 170.4, FC1=CC=C(C=C1)C(O)C=1C(=CC=CC1)CO (α-(4-fluorophenyl)-1,2-benzenedimethanol). RXN SMILES: O(CC)CC.[H-].[Al+3].[Li+].[H-].[H-].[H-].[F:12][C:13]1[CH:29]=[CH:28][C:16]([C:17]([C:19]2[CH:27]=[CH:26][CH:25]=[CH:24][C:20]=2[C:21](O)=[O:22])=[O:18])=[CH:15][CH:14]=1.[OH-].[Na+]>O>[F:12][C:13]1[CH:29]=[CH:28][C:16]([CH:17]([C:19]2[C:20]([CH2:21][OH:22])=[CH:24][CH:25]=[CH:26][CH:27]=2)[OH:18])=[CH:15][CH:14]=1 |f:1.2.3.4.5.6,8.9|. The reactants are ClC=1C=C(C=CC1OCC1=CC=CC=C1)C1=NC2=C(C=3C(=C(C=C(C13)F)O)F)C(=NN2C(C)(C)C)C (5-{3-Chloro-4-[(phenylmethyl)oxy]phenyl}-3-(1,1-dimethylethyl)-6,9-difluoro-1-methyl-3H-pyrazolo[3,4-c]isoquinolin-8-ol). The solvent is FC(C(=O)O)(F)F (trifluoroacetic acid). Conditions: time 1.3 hour. Yields the product ClC=1C=C(C=CC1O)C1=NC2=C(C=3C(=C(C=C(C13)F)O)F)C(=NN2)C (5-(3-chloro-4-hydroxyphenyl)-6,9-difluoro-1-methyl-3H-pyrazolo[3,4-c]isoquinolin-8-ol). The yield is 65.0%. RXN SMILES: [Cl:1][C:2]1[CH:3]=[C:4]([C:16]2[C:25]3[C:24]([F:26])=[CH:23][C:22]([OH:27])=[C:21]([F:28])[C:20]=3[C:19]3[C:29]([CH3:36])=[N:30][N:31](C(C)(C)C)[C:18]=3[N:17]=2)[CH:5]=[CH:6][C:7]=1[O:8]CC1C=CC=CC=1>FC(F)(F)C(O)=O>[Cl:1][C:2]1[CH:3]=[C:4]([C:16]2[C:25]3[C:24]([F:26])=[CH:23][C:22]([OH:27])=[C:21]([F:28])[C:20]=3[C:19]3[C:29]([CH3:36])=[N:30][NH:31][C:18]=3[N:17]=2)[CH:5]=[CH:6][C:7]=1[OH:8]. Reported procedure: 5-{3-Chloro-4-[(phenylmethyl)oxy]phenyl}-3-(1,1-dimethylethyl)-6,9-difluoro-1-methyl-3H-pyrazolo[3,4-c]isoquinolin-8-ol (0.010 g, 0.020 mmol) was dissolved in trifluoroacetic acid (0.5 mL) and stirred at room temperature for 1.3 h, then at 50° C. for 0.2 h and finally at 60° C. for 0.5 h. The mixture was then concentrated in vacuo to afford a residue which was purified by preparative HPLC to afford 5-(3-chloro-4-hydroxyphenyl)-6,9-difluoro-1-methyl-3H-pyrazolo[3,4-c]isoquinolin-8-ol as a yellow ...